Task: describe an organic reaction: reactants, conditions, products, and yield. Dataset: the Open Reaction Database (ORD), a public repository of structured organic reaction records Reactants: C(C)C=1C(=C(C(=O)O)C=C(C1[N+](=O)[O-])OC)F (ethyl 2-fluoro-5-methoxy-4-nitrobenzoic acid), CC(=O)O (HOAc). Run in CO (MeOH). Yields the product NC1=CC(=C(C(=O)O)C=C1OC)F (4-Amino-2-fluoro-5-methoxybenzoic acid). Reaction SMILES: C([C:3]1[C:4]([F:17])=[C:5]([CH:9]=[C:10]([O:15][CH3:16])[C:11]=1[N+:12]([O-])=O)[C:6]([OH:8])=[O:7])C.CC(O)=O>CO>[NH2:12][C:11]1[C:10]([O:15][CH3:16])=[CH:9][C:5]([C:6]([OH:8])=[O:7])=[C:4]([F:17])[CH:3]=1. Reported procedure: A solution of ethyl 2-fluoro-5-methoxy-4-nitrobenzoic acid (217 mg, 1 mmol), HOAc (cat.) and MeOH (10 mL) was hydrogenated using H-cube hydrogenator. The solution was then concentrated and dried to give the product which can be used for next step without further purification. 1H NMR (400 MHz, DMSO-d6) δ ppm 3.76 (s, 3H) 5.88 (br s, 2H) 6.36 (d, J=16 Hz, 1H) 7.13 (d, J=8 Hz, 1H) 12.32 (br s, 1H).